Dataset: the Open Reaction Database (ORD), a public repository of structured organic reaction records. Task: describe an organic reaction: reactants, conditions, products, and yield Reactants: CC(=O)CC(=O)OCCC#N, C1CCNCC1, CC(=O)O, CC(C)O, O=Cc1ccc([N+](=O)[O-])cc1. Yields the product CC(=O)C(=Cc1ccc([N+](=O)[O-])cc1)C(=O)OCCC#N. Reaction SMILES: [C:12]([CH2:13][C:14](=[O:15])[CH3:16])(=[O:17])[O:18][CH2:19][CH2:20][C:21]#[N:22].[CH2:23]1[CH2:24][CH2:25][NH:26][CH2:27][CH2:28]1.[CH3:29][C:30](=[O:31])[OH:32].[CH3:33][CH:34]([OH:35])[CH3:36].[N+:1](=[O:2])([O-:3])[c:4]1[cH:5][cH:6][c:7]([CH:8]=[O:9])[cH:10][cH:11]1>>[N+:1](=[O:2])([O-:3])[c:4]1[cH:5][cH:6][c:7]([CH:8]=[C:13]([C:12](=[O:17])[O:18][CH2:19][CH2:20][C:21]#[N:22])[C:14](=[O:15])[CH3:16])[cH:10][cH:11]1. Reactants: C[O-].[Na+] (sodium methoxide), BrC1=C(N=C(S1)N)C (5-Bromo-4-methyl-thiazol-2-ylamine), ClCCl.O (dichloromethane water). Run in CO (methanol). Product: COC1=C(N=C(S1)N)C (5-Methoxy-4-methyl-thiazol-2-ylamine). Reaction SMILES: Br[C:2]1[S:6][C:5]([NH2:7])=[N:4][C:3]=1[CH3:8].[CH3:9][O-:10].[Na+].ClCCl.O>CO>[CH3:9][O:10][C:2]1[S:6][C:5]([NH2:7])=[N:4][C:3]=1[CH3:8] |f:1.2,3.4|. Procedure details: 5-Bromo-4-methyl-thiazol-2-ylamine (0.5 g, 2.59 mmol) was dissolved in methanol abs. (10 mL). The solution was cooled with an ice-bath, then under stirring was added portionwise sodium methoxide (140 mg, 2.59 mmol) The black reaction mixture was stirred for 30 min. at rt then poured into a mixture of dichloromethane/water. The aqueous layer was extracted with two portions of dichloromethane. The combined, organic extracts were dried over magnesium sulfate, filtered and evaporated under reduced p... Reactants: [Al+3], CC1Oc2ccccc2NC1=O, CN(C)C=O, [Cl-], [Cl-], [Cl-], O=C1CCC(=O)O1. The product is CC1Oc2ccc(C(=O)CCC(=O)O)cc2NC1=O. Reaction SMILES: [Al+3:21].[CH3:1][CH:2]1[O:3][c:4]2[c:5]([cH:9][cH:10][cH:11][cH:12]2)[NH:6][C:7]1=[O:8].[CH3:24][N:25]([CH3:26])[CH:27]=[O:28].[Cl-:20].[Cl-:22].[Cl-:23].[O:13]=[C:14]1[CH2:15][CH2:16][C:17](=[O:18])[O:19]1>>[CH3:1][CH:2]1[O:3][c:4]2[c:5]([cH:9][c:10]([C:17]([CH2:16][CH2:15][C:14](=[O:13])[OH:19])=[O:18])[cH:11][cH:12]2)[NH:6][C:7]1=[O:8]. The reactants are Cl.N[C@@H]1C[C@@H]([C@H](CC1)NC(=O)C1=C(NC2=C1N=CN=C2C2=C(C=CC(=C2)C(F)F)OCC2CC2)C)C (N-[(1S*,2S*,4S*)-4-amino-2-methylcyclohexyl]-4-[2-(cyclopropylmethoxy)-5-(difluoromethyl)phenyl]-6-methyl-5H-pyrrolo[3,2-d]pyrimidine-7-carboxamide hydrochloride), COCC(=O)Cl (methoxy-acetyl chloride). Product: C1(CC1)COC1=C(C=C(C=C1)C(F)F)C=1C2=C(N=CN1)C(=C(N2)C)C(=O)N[C@@H]2[C@H](C[C@H](CC2)NC(COC)=O)C (4-[2-(Cyclopropylmethoxy)-5-(difluoromethyl)phenyl]-N-{(1S*,2S*,4S*)-4-[(methoxyacetyl)amino]-2-methylcyclohexyl}-6-methyl-5H-pyrrolo[3,2-d]pyrimidine-7-carboxamide). Reaction SMILES: Cl.[NH2:2][C@H:3]1[CH2:8][CH2:7][C@H:6]([NH:9][C:10]([C:12]2[C:16]3[N:17]=[CH:18][N:19]=[C:20]([C:21]4[CH:26]=[C:25]([CH:27]([F:29])[F:28])[CH:24]=[CH:23][C:22]=4[O:30][CH2:31][CH:32]4[CH2:34][CH2:33]4)[C:15]=3[NH:14][C:13]=2[CH3:35])=[O:11])[C@@H:5]([CH3:36])[CH2:4]1.[CH3:37][O:38][CH2:39][C:40](Cl)=[O:41]>>[CH:32]1([CH2:31][O:30][C:22]2[CH:23]=[CH:24][C:25]([CH:27]([F:29])[F:28])=[CH:26][C:21]=2[C:20]2[C:15]3[NH:14][C:13]([CH3:35])=[C:12]([C:10]([NH:9][C@H:6]4[CH2:7][CH2:8][C@H:3]([NH:2][C:40](=[O:41])[CH2:39][O:38][CH3:37])[CH2:4][C@@H:5]4[CH3:36])=[O:11])[C:16]=3[N:17]=[CH:18][N:19]=2)[CH2:34][CH2:33]1 |f:0.1|. Procedure details: Starting from N-[(1S*,2S*,4S*)-4-amino-2-methylcyclohexyl]-4-[2-(cyclopropylmethoxy)-5-(difluoromethyl)phenyl]-6-methyl-5H-pyrrolo[3,2-d]pyrimidine-7-carboxamide hydrochloride (example D.f63) and commercially available methoxy-acetyl chloride the title compound is obtained as colorless solid. The reactants are CC(=O)[O-], CC(=O)O, O=C1c2ccccc2C(=O)C(Cl)(C2CCC(c3ccc(Cl)cc3)CC2)C1Cl, [Na+], O. Yields the product O=C1C(Cl)=C(C2CCC(c3ccc(Cl)cc3)CC2)C(=O)c2ccccc21. As a reaction SMILES: [CH3:29][C:30](=[O:31])[O-:32].[CH3:34][C:35](=[O:36])[OH:37].[Cl:1][c:2]1[cH:3][cH:4][c:5]([CH:8]2[CH2:9][CH2:10][CH:11]([C:14]3([Cl:27])[C:15](=[O:26])[c:16]4[cH:17][cH:18][cH:19][cH:20][c:21]4[C:22](=[O:25])[CH:23]3[Cl:24])[CH2:12][CH2:13]2)[cH:6][cH:7]1.[Na+:28].[OH2:33]>>[Cl:1][c:2]1[cH:3][cH:4][c:5]([CH:8]2[CH2:9][CH2:10][CH:11]([C:14]3=[C:23]([Cl:24])[C:22](=[O:25])[c:21]4[c:16]([cH:17][cH:18][cH:19][cH:20]4)[C:15]3=[O:26])[CH2:12][CH2:13]2)[cH:6][cH:7]1. Starting materials: C(C)(C)C(=O)C=1C=NC=CC1 (3-pyridyl isopropyl ketone), CC(C)(C)[O-].[K+] (potassium tert-butylate), [I-].C[S+](C)C (trimethylsulfonium iodide). The solvent is C(C)(C)(C)O (tert-butanol). Conditions: temperature 65 celsius. Yields the product N1=CC(=CC=C1)C(CO)(CCC)O (2-(Pyrid-3-yl)-4-methylbutane-1,2-diol). As a reaction SMILES: [CH:1]([C:4]([C:6]1[CH:7]=[N:8][CH:9]=[CH:10][CH:11]=1)=[O:5])([CH3:3])C.C[C:13]([O-:16])(C)C.[K+].[I-].[CH3:19][S+](C)C>C(O)(C)(C)C>[N:8]1[CH:9]=[CH:10][CH:11]=[C:6]([C:4]([OH:5])([CH2:1][CH2:3][CH3:19])[CH2:13][OH:16])[CH:7]=1 |f:1.2,3.4|. Procedure details: 20 g (0.134 mol) of 3-pyridyl isopropyl ketone and 30.2 g (0.268 mol) of potassium tert-butylate were dissolved in 200 ml of tert-butanol. Thereafter, 37.4 g (0.208 mol) of trimethylsulfonium iodide were added and the mixture was heated at 65° C. for 1.5 hours. The inorganic salts were separated off and the reaction solution was evaporated down, after which 75 ml of half-concentrated H2SO4 were added to the crude product and the mixture was heated at 60°-70° C. for 8 hours. The pH was then broug... Reactants: ClC=1NC(=CC1C(=O)OCC)C1=CC=CC=C1 (ethyl 2-chloro-5-phenyl-1H-pyrrole-3-carboxylate). The reagents and catalysts are [C].[Pd] (palladium carbon). The solvent is C(C)O (ethanol). Conditions: time 24 hour. Yields the product C1(=CC=CC=C1)C1=CC(=CN1)C(=O)OCC (Ethyl 5-phenyl-1H-pyrrole-3-carboxylate). Yield: 61.4%. RXN SMILES: Cl[C:2]1[NH:3][C:4]([C:12]2[CH:17]=[CH:16][CH:15]=[CH:14][CH:13]=2)=[CH:5][C:6]=1[C:7]([O:9][CH2:10][CH3:11])=[O:8]>C(O)C.[C].[Pd]>[C:12]1([C:4]2[NH:3][CH:2]=[C:6]([C:7]([O:9][CH2:10][CH3:11])=[O:8])[CH:5]=2)[CH:13]=[CH:14][CH:15]=[CH:16][CH:17]=1 |f:2.3|. Reported procedure: To a solution (50 mL) of ethyl 2-chloro-5-phenyl-1H-pyrrole-3-carboxylate (8.5 g) in ethanol was added 10% palladium carbon (50% water containing product, 0.5 g), and the mixture was stirred under a hydrogen atmosphere at room temperature for 24 hr. The reaction mixture was filtered, and the filtrate was concentrated under reduced pressure. The residue was purified by silica gel column chromatography (eluent: hexane-ethyl acetate=9:1→1:1) to give the title compound as a colorless solid (yield 4.... Starting materials: C(C)(=O)Br (acetyl bromide), C(C)O (ethanol), C[C@H]1CC(OC1)=O ((S)-4-methyl-dihydro-furan-2-one), C(C)O (ethanol). Run at time 2 hour. Yields the product C(C)OC(C[C@@H](CBr)C)=O ((S)-4-bromo-3-methyl-butyric acid ethyl ester). As a reaction SMILES: [C:1]([Br:4])(=O)[CH3:2].C[C@@H:6]1[CH2:10][O:9][C:8](=[O:11])[CH2:7]1.[CH2:12](O)C>>[CH2:10]([O:9][C:8](=[O:11])[CH2:7][C@H:2]([CH3:12])[CH2:1][Br:4])[CH3:6]. Reported procedure: To ethanol (55 ml) cooled to 0° C. was added acetyl bromide (41 ml, 0.6 mol) dropwise, followed by a solution of (S)-4-methyl-dihydro-furan-2-one (Tetrahedron 1983, 39, 3107; 18.6 g, 0.2 mol) in ethanol (20 ml). The ice bath was removed and the reaction allowed to reach room temperature. After 2 h of stirring the reaction was concentrated, the residue redissolved in dichloromethane, washed with saturated aq. sodium hydrogencarbonate solution, dried (Na2SO4) and concentrated affording (S)-4-bromo... Procedure details: Intermediate 47 (330 mg) was dissolved in methanol (3 mL) and 2M sodium hydroxide (2.42 mL) was added and the mixture stirred overnight. The mixture was blown down by ca 50% and the pH adjusted to 6 by addition of 2M hydrochloric acid. The precipitate was collected by filtration, washed with water and dried in vacuo to provide the title compound (100 mg) LC/MS MH+ 381, Rt 2.03 mins (5 min run, TFA modifier). The product is ClC=1C=C(C=CC1Cl)CN1C(=NC2=C1C(CCC2)CC(=O)O)C(C)C ([1-[(3,4-dichlorophenyl)methyl]-2-(1-methylethyl)-4,5,6,7-tetrahydro-1H-benzimidazol-7-yl]acetic acid). Isolated yield 32.5%. RXN SMILES: [Cl:1][C:2]1[CH:3]=[C:4]([CH2:9][N:10]2[C:14]3[CH:15]([CH2:19][C:20]([O:22]CC)=[O:21])[CH2:16][CH2:17][CH2:18][C:13]=3[N:12]=[C:11]2[CH:25]([CH3:27])[CH3:26])[CH:5]=[CH:6][C:7]=1[Cl:8].[OH-].[Na+].Cl>CO>[Cl:1][C:2]1[CH:3]=[C:4]([CH2:9][N:10]2[C:14]3[CH:15]([CH2:19][C:20]([OH:22])=[O:21])[CH2:16][CH2:17][CH2:18][C:13]=3[N:12]=[C:11]2[CH:25]([CH3:27])[CH3:26])[CH:5]=[CH:6][C:7]=1[Cl:8] |f:1.2|. The solvent is CO (methanol). Reactants: [OH-].[Na+] (sodium hydroxide), ClC=1C=C(C=CC1Cl)CN1C(=NC2=C1C(CCC2)CC(=O)OCC)C(C)C (Ethyl [1-[(3,4-dichlorophenyl)methyl]-2-(1-methylethyl)-4,5,6,7-tetrahydro-1H-benzimidazol-7-yl]acetate), Cl (hydrochloric acid). Reaction conditions: time 8 hour.